From a dataset of the Open Reaction Database (ORD), a public repository of structured organic reaction records. describe an organic reaction: reactants, conditions, products, and yield The reactants are CON=C(C(=O)OC)c1nsc(NC(=O)OC)n1, CCOC(C)=O, Cl, [Na+], [OH-], O. The product is CON=C(C(=O)O)c1nsc(NC(=O)OC)n1. RXN SMILES: [CH3:1][O:2][C:3](=[O:4])[NH:5][c:6]1[n:7][c:8]([C:11]([C:12](=[O:13])[O:14][CH3:15])=[N:16][O:17][CH3:18])[n:9][s:10]1.[CH3:22][CH2:23][O:24][C:25](=[O:26])[CH3:27].[ClH:21].[Na+:20].[OH-:19].[OH2:28]>>[CH3:1][O:2][C:3](=[O:4])[NH:5][c:6]1[n:7][c:8]([C:11]([C:12](=[O:13])[OH:14])=[N:16][O:17][CH3:18])[n:9][s:10]1. The reactants are C(CCCCCCCCCCCCCCCCC)(=O)C1=CNC2=CC(=CC=C12)C(=O)O (3-(n-Octadecanoyl)indole-6-carboxylic acid), Cl(=O)(=O)(=O)O (perchloric acid). Reagents/catalysts: [Pd] (palladium on charcoal). Run in C(C)(=O)O (acetic acid). Yields the product C(CCCCCCCCCCCCCCCCC)C1CNC2=CC(=CC=C12)C(=O)O ((RS)-3-(n-octadecyl)indoline-6-carboxylic acid). The yield is 42.7%. As a reaction SMILES: [C:1]([C:20]1[C:28]2[C:23](=[CH:24][C:25]([C:29]([OH:31])=[O:30])=[CH:26][CH:27]=2)[NH:22][CH:21]=1)(=O)[CH2:2][CH2:3][CH2:4][CH2:5][CH2:6][CH2:7][CH2:8][CH2:9][CH2:10][CH2:11][CH2:12][CH2:13][CH2:14][CH2:15][CH2:16][CH2:17][CH3:18].Cl(O)(=O)(=O)=O>C(O)(=O)C.[Pd]>[CH2:1]([CH:20]1[C:28]2[C:23](=[CH:24][C:25]([C:29]([OH:31])=[O:30])=[CH:26][CH:27]=2)[NH:22][CH2:21]1)[CH2:2][CH2:3][CH2:4][CH2:5][CH2:6][CH2:7][CH2:8][CH2:9][CH2:10][CH2:11][CH2:12][CH2:13][CH2:14][CH2:15][CH2:16][CH2:17][CH3:18]. Procedure: 3-(n-Octadecanoyl)indole-6-carboxylic acid (20.5 g) in glacial acetic acid (300 ml), containing perchloric acid (13 ml, of strength 70% w/v), was hydrogenated over palladium on charcoal (3 g of 5% w/w) at atmospheric pressure and at a temperature of 80°-90° C. The mixture was then hot filtered through diatomaceous earth and was poured into water (1500 ml) to give an off-white solid. The solid was collected, washed with water (2×100 ml) and was dissolved in ethyl acetate (100 ml). The ethyl aceta... Starting materials: C1CCOC1, [Li]CCCC, COP(C)(=O)OC, COC(=O)C(C)c1cccc(C)c1. Yields the product COP(=O)(CC(=O)C(C)c1cccc(C)c1)OC. Reaction SMILES: [CH2:26]1[O:27][CH2:28][CH2:29][CH2:30]1.[CH2:8]([Li:9])[CH2:10][CH2:11][CH3:12].[CH3:1][P:2]([O:3][CH3:4])([O:5][CH3:6])=[O:7].[c:13]1([CH3:25])[cH:14][c:15]([CH:19]([C:20](=[O:21])[O:22][CH3:23])[CH3:24])[cH:16][cH:17][cH:18]1>>[CH2:1]([P:2]([O:3][CH3:4])([O:5][CH3:6])=[O:7])[C:20]([CH:19]([c:15]1[cH:14][c:13]([CH3:25])[cH:18][cH:17][cH:16]1)[CH3:24])=[O:21]. Starting materials: Oc1ccc(OCCBr)cc1, CC(C)N. Product: CC(C)NCCOc1ccc(O)cc1. Reaction SMILES: [Br:1][CH2:2][CH2:3][O:4][c:5]1[cH:6][cH:7][c:8]([OH:11])[cH:9][cH:10]1.[CH3:12][CH:13]([CH3:14])[NH2:15]>>[CH2:2]([CH2:3][O:4][c:5]1[cH:6][cH:7][c:8]([OH:11])[cH:9][cH:10]1)[NH:15][CH:13]([CH3:12])[CH3:14]. Starting materials: ClC1=CC=C(C=C1)/C=C/C=1C=C(C(=O)O)C=CC1OC (3-[(E)-2-(4-chlorophenyl)vinyl]-4-methoxy-benzoic acid), C1(CC1)N (cyclopropylamine). Product: ClC1=CC=C(C=C1)/C=C/C=1C=C(C(=O)NC2CC2)C=CC1OC (3-[(E)-2-(4-chlorophenyl)-vinyl]-N-cyclopropyl-4-methoxy-benzamide). As a reaction SMILES: [Cl:1][C:2]1[CH:7]=[CH:6][C:5](/[CH:8]=[CH:9]/[C:10]2[CH:11]=[C:12]([CH:16]=[CH:17][C:18]=2[O:19][CH3:20])[C:13]([OH:15])=O)=[CH:4][CH:3]=1.[CH:21]1([NH2:24])[CH2:23][CH2:22]1>>[Cl:1][C:2]1[CH:3]=[CH:4][C:5](/[CH:8]=[CH:9]/[C:10]2[CH:11]=[C:12]([CH:16]=[CH:17][C:18]=2[O:19][CH3:20])[C:13]([NH:24][CH:21]2[CH2:23][CH2:22]2)=[O:15])=[CH:6][CH:7]=1. Procedure: The captioned compound was synthesized from 3-[(E)-2-(4-chlorophenyl)vinyl]-4-methoxy-benzoic acid and cyclopropylamine in accordance with the same procedure as in the manufacturing method described in step C of Example 1-2-3. Starting materials: [C-]#N, [C-]#N, CN(C)C=O, O=C(NCC1(CC2CC2)CCC(S(=O)(=O)CC2CC2)CC1)c1ccc(Cl)nc1C(F)(F)F, [Zn+2]. Yields the product N#Cc1ccc(C(=O)NCC2(CC3CC3)CCC(S(=O)(=O)CC3CC3)CC2)c(C(F)(F)F)n1. As a reaction SMILES: [C-:38]#[N:39].[C-:41]#[N:42].[CH3:33][N:34]([CH3:35])[CH:36]=[O:37].[Cl:1][c:2]1[n:3][c:4]([C:29]([F:30])([F:31])[F:32])[c:5]([C:6](=[O:7])[NH:8][CH2:9][C:10]2([CH2:23][CH:24]3[CH2:25][CH2:26]3)[CH2:11][CH2:12][CH:13]([S:16](=[O:17])(=[O:18])[CH2:19][CH:20]3[CH2:21][CH2:22]3)[CH2:14][CH2:15]2)[cH:27][cH:28]1.[Zn+2:40]>>[c:2]1([C:33]#[N:34])[n:3][c:4]([C:29]([F:30])([F:31])[F:32])[c:5]([C:6](=[O:7])[NH:8][CH2:9][C:10]2([CH2:23][CH:24]3[CH2:25][CH2:26]3)[CH2:11][CH2:12][CH:13]([S:16](=[O:17])(=[O:18])[CH2:19][CH:20]3[CH2:21][CH2:22]3)[CH2:14][CH2:15]2)[cH:27][cH:28]1. Starting materials: 1c, COC(CN1C(=CC2=CC(=CC=C12)F)C)=O ((5-fluoro-2-methylindol-1-yl)acetic acid methyl ester), N1=C(C=CC=C1)S(=O)(=O)C1=C(N=CS1)C=O (5-(pyridine-2-sulfonyl)thiazole-4-carbaldehyde). The product is COC(CN1C(=C(C2=CC(=CC=C12)F)CC=1N=CSC1S(=O)(=O)C1=NC=CC=C1)C)=O ({5-fluoro-2-methyl-3-[5-(pyridine-2-sulfonyl)thiazol-4-ylmethyl]indol-1-yl}acetic acid methyl ester). As a reaction SMILES: [CH3:1][O:2][C:3](=[O:16])[CH2:4][N:5]1[C:13]2[C:8](=[CH:9][C:10]([F:14])=[CH:11][CH:12]=2)[CH:7]=[C:6]1[CH3:15].[N:17]1[CH:22]=[CH:21][CH:20]=[CH:19][C:18]=1[S:23]([C:26]1[S:30][CH:29]=[N:28][C:27]=1[CH:31]=O)(=[O:25])=[O:24]>>[CH3:1][O:2][C:3](=[O:16])[CH2:4][N:5]1[C:13]2[C:8](=[CH:9][C:10]([F:14])=[CH:11][CH:12]=2)[C:7]([CH2:31][C:27]2[N:28]=[CH:29][S:30][C:26]=2[S:23]([C:18]2[CH:19]=[CH:20][CH:21]=[CH:22][N:17]=2)(=[O:25])=[O:24])=[C:6]1[CH3:15]. Procedure: The title compound was prepared by the method of Preparation 1c using (5-fluoro-2-methylindol-1-yl)acetic acid methyl ester and 5-(pyridine-2-sulfonyl)thiazole-4-carbaldehyde.